The task is: describe an organic reaction: reactants, conditions, products, and yield. This data is from the Open Reaction Database (ORD), a public repository of structured organic reaction records. The reactants are CC(C)(C)O, CCCOc1ccc2c(c1)C(c1ccc(OC)cc1Oc1cnccc1C=O)C(C(=O)OC)C2c1ccc2c(c1)OCO2, [O-][Cl+][O-], [Na+], O. Product: CCCOc1ccc2c(c1)C(c1ccc(OC)cc1Oc1cnccc1C(=O)O)C(C(=O)OC)C2c1ccc2c(c1)OCO2. RXN SMILES: [C:48]([OH:49])([CH3:50])([CH3:51])[CH3:52].[CH3:1][O:2][C:3](=[O:4])[CH:5]1[CH:6]([c:35]2[cH:36][c:37]3[c:38]([cH:39][cH:40]2)[O:41][CH2:42][O:43]3)[c:7]2[cH:8][cH:9][c:10]([O:31][CH2:32][CH2:33][CH3:34])[cH:11][c:12]2[CH:13]1[c:14]1[c:15]([O:22][c:23]2[cH:24][n:25][cH:26][cH:27][c:28]2[CH:29]=[O:30])[cH:16][c:17]([O:20][CH3:21])[cH:18][cH:19]1.[Cl+:44]([O-:45])[O-:46].[Na+:47].[OH2:53]>>[CH3:1][O:2][C:3](=[O:4])[CH:5]1[CH:6]([c:35]2[cH:36][c:37]3[c:38]([cH:39][cH:40]2)[O:41][CH2:42][O:43]3)[c:7]2[cH:8][cH:9][c:10]([O:31][CH2:32][CH2:33][CH3:34])[cH:11][c:12]2[CH:13]1[c:14]1[c:15]([O:22][c:23]2[cH:24][n:25][cH:26][cH:27][c:28]2[C:29](=[O:30])[OH:45])[cH:16][c:17]([O:20][CH3:21])[cH:18][cH:19]1. The reactants are C(C)OC(=O)C(=CNC1=C(C(=CC=C1)F)OC(F)F)C(=O)OCC (N-(2,2-diethoxycarbonylvinyl)-3-fluoro-2-difluoromethoxyaniline), C1(=CC=CC=C1)OC1=CC=CC=C1 (diphenyl ether). Solvent: CCCCCC (n-hexane). The product is FC1=CC=C2C(=C(C=NC2=C1OC(F)F)C(=O)OCC)O (ethyl 7-fluoro-8-difluoromethoxy-4-hydroxyquinoline-3-carboxylate). Yield: 60.1%. As a reaction SMILES: C(O[C:4]([C:6]([C:20]([O:22][CH2:23][CH3:24])=[O:21])=[CH:7][NH:8][C:9]1[CH:14]=[CH:13][CH:12]=[C:11]([F:15])[C:10]=1[O:16][CH:17]([F:19])[F:18])=[O:5])C.C1(OC2C=CC=CC=2)C=CC=CC=1>CCCCCC>[F:15][C:11]1[C:10]([O:16][CH:17]([F:18])[F:19])=[C:9]2[C:14]([C:4]([OH:5])=[C:6]([C:20]([O:22][CH2:23][CH3:24])=[O:21])[CH:7]=[N:8]2)=[CH:13][CH:12]=1. Reported procedure: A mixture of 10.0 g (0.029 mole) of N-(2,2-diethoxycarbonylvinyl)-3-fluoro-2-difluoromethoxyaniline obtained as described above and 70 ml of diphenyl ether was refluxed by heating for 30 minutes. The mixture was cooled to room temperature, and n-hexane was added thereto. Crystals precipitated were collected by filtration and dried to obtain 5.25 g of ethyl 7-fluoro-8-difluoromethoxy-4-hydroxyquinoline-3-carboxylate as white powder. Reactants: C(C)OC(CC=1N=C(SC1)N)=O ((2-Amino-thiazol-4-yl)-acetic acid ethyl ester), [NH4+].[OH-] (NH4OH). Run at temperature 50 celsius. Product: NC=1SC=C(N1)CC(=O)N (2-(2-Amino-thiazol-4-yl)-acetamide). The yield is 47.4%. RXN SMILES: C([O:3][C:4](=O)[CH2:5][C:6]1[N:7]=[C:8]([NH2:11])[S:9][CH:10]=1)C.[NH4+:13].[OH-]>>[NH2:11][C:8]1[S:9][CH:10]=[C:6]([CH2:5][C:4]([NH2:13])=[O:3])[N:7]=1 |f:1.2|. Reported procedure: A 18 ml vial was loaded with (2-Amino-thiazol-4-yl)-acetic acid ethyl ester (500 mg, 2.68 mmole) and 5 ml of 30% NH4OH. The vial was sealed and the mixture was heated at 50° C. for 3 days. The mixture was cooled down and concentrated to half. The suspension was filtered off, solid was washed with water and dried to give 200 mg product, 47.4% yield The reactants are O=C([O-])[O-], CCOc1cccc2ccc(N3CCNCC3)cc12, CN(C)C=O, O=C(NCC(F)(F)F)C1(CCCCBr)c2ccccc2-c2ccccc21, [K+], [K+]. Product: CCOc1cccc2ccc(N3CCN(CCCCC4(C(=O)NCC(F)(F)F)c5ccccc5-c5ccccc54)CC3)cc12. Reaction SMILES: [C:46](=[O:47])([O-:48])[O-:49].[CH2:27]([CH3:28])[O:29][c:30]1[cH:31][cH:32][cH:33][c:34]2[cH:35][cH:36][c:37]([N:40]3[CH2:41][CH2:42][NH:43][CH2:44][CH2:45]3)[cH:38][c:39]12.[CH3:52][N:53]([CH3:54])[CH:55]=[O:56].[F:1][C:2]([CH2:3][NH:4][C:5](=[O:6])[C:7]1([CH2:20][CH2:21][CH2:22][CH2:23][Br:24])[c:8]2[cH:9][cH:10][cH:11][cH:12][c:13]2-[c:14]2[cH:15][cH:16][cH:17][cH:18][c:19]21)([F:25])[F:26].[K+:50].[K+:51]>>[F:1][C:2]([CH2:3][NH:4][C:5](=[O:6])[C:7]1([CH2:20][CH2:21][CH2:22][CH2:23][N:43]2[CH2:42][CH2:41][N:40]([c:37]3[cH:36][cH:35][c:34]4[cH:33][cH:32][cH:31][c:30]([O:29][CH2:27][CH3:28])[c:39]4[cH:38]3)[CH2:45][CH2:44]2)[c:8]2[cH:9][cH:10][cH:11][cH:12][c:13]2-[c:14]2[cH:15][cH:16][cH:17][cH:18][c:19]21)([F:25])[F:26].